From a dataset of the Open Reaction Database (ORD), a public repository of structured organic reaction records. describe an organic reaction: reactants, conditions, products, and yield The reactants are C1CC(OCC2CC2)CCN1, O=C1COc2cc(F)ccc2N1CCCCl, [K+], [K+], O=C([O-])[O-]. Product: O=C1COc2cc(F)ccc2N1CCCN1CCC(OCC2CC2)CC1. As a reaction SMILES: [CH:1]1([CH2:4][O:5][CH:6]2[CH2:7][CH2:8][NH:9][CH2:10][CH2:11]2)[CH2:2][CH2:3]1.[Cl:12][CH2:13][CH2:14][CH2:15][N:16]1[C:17](=[O:27])[CH2:18][O:19][c:20]2[c:21]1[cH:22][cH:23][c:24]([F:26])[cH:25]2.[K+:28].[K+:29].[O-:30][C:31]([O-:32])=[O:33]>>[CH:1]1([CH2:4][O:5][CH:6]2[CH2:7][CH2:8][N:9]([CH2:13][CH2:14][CH2:15][N:16]3[C:17](=[O:27])[CH2:18][O:19][c:20]4[c:21]3[cH:22][cH:23][c:24]([F:26])[cH:25]4)[CH2:10][CH2:11]2)[CH2:2][CH2:3]1. Reactants: C(C)C=1C=NC(=NC1)N1CCC(CC1)NC([C@H](CCSC)NC(OC(C)(C)C)=O)=O ((S)-tert-butyl 1-(1-(5-ethylpyrimidin-2-yl)piperidin-4-ylamino)-4-(methylthio)-1-oxobutan-2-ylcarbamate), CI (methyl iodide). Product: CI.C(C)C=1C=NC(=NC1)N1CCC(CC1)NC([C@H](CCSC)NC(OC(C)(C)C)=O)=O ((S)-tert-butyl 1-(1-(5-ethylpyrimidin-2-yl)piperidin-4-ylamino)-4-(methylthio)-1-oxobutan-2-ylcarbamate methyliodide). The yield is 120.0%. Reaction SMILES: [CH2:1]([C:3]1[CH:4]=[N:5][C:6]([N:9]2[CH2:14][CH2:13][CH:12]([NH:15][C:16](=[O:30])[C@@H:17]([NH:22][C:23](=[O:29])[O:24][C:25]([CH3:28])([CH3:27])[CH3:26])[CH2:18][CH2:19][S:20][CH3:21])[CH2:11][CH2:10]2)=[N:7][CH:8]=1)[CH3:2].[CH3:31][I:32]>>[CH3:31][I:32].[CH2:1]([C:3]1[CH:8]=[N:7][C:6]([N:9]2[CH2:10][CH2:11][CH:12]([NH:15][C:16](=[O:30])[C@@H:17]([NH:22][C:23](=[O:29])[O:24][C:25]([CH3:27])([CH3:26])[CH3:28])[CH2:18][CH2:19][S:20][CH3:21])[CH2:13][CH2:14]2)=[N:5][CH:4]=1)[CH3:2] |f:2.3|. Procedure details: A solution of (S)-tert-butyl 1-(1-(5-ethylpyrimidin-2-yl)piperidin-4-ylamino)-4-(methylthio)-1-oxobutan-2-ylcarbamate (4.4 g, 10 mmol) in neat methyl iodide (22 mL, 340 mmol) stirred at ambient temperature for 18 hours. The reaction was evaporated to dryness to yield (S)-tert-butyl 1-(1-(5-ethylpyrimidin-2-yl)piperidin-4-ylamino)-4-(methylthio)-1-oxobutan-2-ylcarbamate methyliodide (7 g, 12 mmol, >95%). Starting materials: ice, C1(=C(C=CC=C1)C1=C2C=C(NC2=CC=C1)C(=O)OC)C (methyl 4-o-tolyl-1H-indole-2-carboxylate), BrN1C(CCC1=O)=O (N-bromosuccinimide). The solvent is ClCCl (dichloromethane), O1CCCC1 (tetrahydrofuran), O1CCCC1 (tetrahydrofuran). Product: BrC1=C(NC2=CC=CC(=C12)C1=C(C=CC=C1)C)C(=O)OC (methyl 3-bromo-4-o-tolyl-1H-indole-2-carboxylate). As a reaction SMILES: [C:1]1([CH3:20])[CH:6]=[CH:5][CH:4]=[CH:3][C:2]=1[C:7]1[CH:15]=[CH:14][CH:13]=[C:12]2[C:8]=1[CH:9]=[C:10]([C:16]([O:18][CH3:19])=[O:17])[NH:11]2.[Br:21]N1C(=O)CCC1=O>ClCCl.O1CCCC1>[Br:21][C:9]1[C:8]2[C:12](=[CH:13][CH:14]=[CH:15][C:7]=2[C:2]2[CH:3]=[CH:4][CH:5]=[CH:6][C:1]=2[CH3:20])[NH:11][C:10]=1[C:16]([O:18][CH3:19])=[O:17]. Procedure details: To a solution of EXAMPLE 126A (205 mg) in dichloromethane (5 ml) and tetrahydrofuran (5 ml) at 0° C. was added dropwise N-bromosuccinimide (144 mg) in tetrahydrofuran (3 ml). The mixture was stirred while the ice bath slowly reached room temperature. The reaction mixture was concentrated and the residue was dissolved in dichloromethane and purified by flash chromatography, eluting with 0-100% dichloromethane in hexane to provide the desired product. Starting materials: ClC1=CC=C(C=C1)C1=C(C=CC=C1)CN1CCN(CC1)C1=CC(=C(C(=O)NS(=O)(=O)C2=CC(=C(C=C2)NCC2CCOCC2)[N+](=O)[O-])C=C1)OC=1C=C2C=CNC2=CC1 (4-{4-[(4′-chloro-1,1′-biphenyl-2-yl)methyl]piperazin-1-yl}-2-(1H-indol-5-yloxy)-N-({3-nitro-4-[(tetrahydro-2H-pyran-4-ylmethyl)amino]phenyl}sulfonyl)benzamide), C(#N)[BH3-].[Na+] (sodium cyanoborohydride). RXN SMILES: [Cl:1][C:2]1[CH:7]=[CH:6][C:5]([C:8]2[CH:13]=[CH:12][CH:11]=[CH:10][C:9]=2[CH2:14][N:15]2[CH2:20][CH2:19][N:18]([C:21]3[CH:49]=[CH:48][C:24]([C:25]([NH:27][S:28]([C:31]4[CH:36]=[CH:35][C:34]([NH:37][CH2:38][CH:39]5[CH2:44][CH2:43][O:42][CH2:41][CH2:40]5)=[C:33]([N+:45]([O-:47])=[O:46])[CH:32]=4)(=[O:30])=[O:29])=[O:26])=[C:23]([O:50][C:51]4[CH:52]=[C:53]5[C:57](=[CH:58][CH:59]=4)[NH:56][CH:55]=[CH:54]5)[CH:22]=3)[CH2:17][CH2:16]2)=[CH:4][CH:3]=1.C([BH3-])#N.[Na+]>C(O)(=O)C>[Cl:1][C:2]1[CH:3]=[CH:4][C:5]([C:8]2[CH:13]=[CH:12][CH:11]=[CH:10][C:9]=2[CH2:14][N:15]2[CH2:16][CH2:17][N:18]([C:21]3[CH:49]=[CH:48][C:24]([C:25]([NH:27][S:28]([C:31]4[CH:36]=[CH:35][C:34]([NH:37][CH2:38][CH:39]5[CH2:44][CH2:43][O:42][CH2:41][CH2:40]5)=[C:33]([N+:45]([O-:47])=[O:46])[CH:32]=4)(=[O:30])=[O:29])=[O:26])=[C:23]([O:50][C:51]4[CH:52]=[C:53]5[C:57](=[CH:58][CH:59]=4)[NH:56][CH2:55][CH2:54]5)[CH:22]=3)[CH2:19][CH2:20]2)=[CH:6][CH:7]=1 |f:1.2|. The product is ClC1=CC=C(C=C1)C1=C(C=CC=C1)CN1CCN(CC1)C1=CC(=C(C(=O)NS(=O)(=O)C2=CC(=C(C=C2)NCC2CCOCC2)[N+](=O)[O-])C=C1)OC=1C=C2CCNC2=CC1 (4-{4-[(4′-chloro-1,1′-biphenyl-2-yl)methyl]piperazin-1-yl}-2-(2,3-dihydro-1H-indol-5-yloxy)-N-({3-nitro-4-[(tetrahydro-2H-pyran-4-ylmethyl)amino]phenyl}sulfonyl)benzamide). The solvent is C(C)(=O)O (acetic acid). Procedure: A suspension of EXAMPLE 40D (22.57 mg) and sodium cyanoborohydride (25 mg) in acetic acid (5 ml) was stirred at room temperature for 2 hours. The product was partitioned between dichloromethane and water. The organic layer was separated, dried over Na2SO4, and concentrated. The crude product was purified by RP HPLC (C8, 30-100 acetonitrile/water/0.1% trifluoroacetic acid). 1H NMR (300 MHz, dimethylsulfoxide-d6) δ 11.56 (s, 1H), 9.60 (s, 1H), 8.66 (t, 1H), 8.57 (d, 1H), 7.85 (dd, 1H), 7.71 (s, 1H... The reactants are ice water, C(CCCCCCCCCCCCCCC)(=O)Cl (palmitoyl chloride), F[C@H]1C[C@@H](O[C@@H]1CO)N1C(=O)NC(=O)C(C)=C1 (3'-deoxy-3'-fluorothymidine), C(Cl)(Cl)Cl.CO (CHCl3 methanol). Run in N1=CC=CC=C1 (pyridine). The product is F[C@H]1C[C@@H](O[C@@H]1COC(CCCCCCCCCCCCCCC)=O)N1C(=O)NC(=O)C(C)=C1 (3'-Deoxy-3'-fluoro-5'-O-palmitoyl-thymidine). As a reaction SMILES: [C:1](Cl)(=[O:17])[CH2:2][CH2:3][CH2:4][CH2:5][CH2:6][CH2:7][CH2:8][CH2:9][CH2:10][CH2:11][CH2:12][CH2:13][CH2:14][CH2:15][CH3:16].[F:19][C@@H:20]1[C@@H:24]([CH2:25][OH:26])[O:23][C@@H:22]([N:27]2[CH:35]=[C:33]([CH3:34])[C:31](=[O:32])[NH:30][C:28]2=[O:29])[CH2:21]1.C(Cl)(Cl)Cl.CO>N1C=CC=CC=1>[F:19][C@@H:20]1[C@@H:24]([CH2:25][O:26][C:1](=[O:17])[CH2:2][CH2:3][CH2:4][CH2:5][CH2:6][CH2:7][CH2:8][CH2:9][CH2:10][CH2:11][CH2:12][CH2:13][CH2:14][CH2:15][CH3:16])[O:23][C@@H:22]([N:27]2[CH:35]=[C:33]([CH3:34])[C:31](=[O:32])[NH:30][C:28]2=[O:29])[CH2:21]1 |f:2.3|. Procedure: At 0° C., 1.2 equivalents of palmitoyl chloride are added to a solution of 3'-deoxy-3'-fluorothymidine in pyridine. The solution is warmed slowly to room temperature. As soon as a thin layer chromatographic control (CHCl3 /methanol=95/5 on silica gel) shows a complete reaction, the solution is poured into ice water. The aqueous phase is decanted, the resulting oil is chromatographed on silica gel with chloroform eluent. The title compound is recovered from the suitable fractions by evaporation o... Reactants: COc1ccc(N(CC(=O)O)C(=O)c2ccc(Cl)cc2)cc1, CCOC(=O)CN. Yields the product CCOC(=O)CNC(=O)CN(C(=O)c1ccc(Cl)cc1)c1ccc(OC)cc1. RXN SMILES: [Cl:1][c:2]1[cH:3][cH:4][c:5]([C:6](=[O:7])[N:8]([c:9]2[cH:10][cH:11][c:12]([O:13][CH3:14])[cH:15][cH:16]2)[CH2:17][C:18](=[O:19])[OH:20])[cH:21][cH:22]1.[NH2:23][CH2:24][C:25](=[O:26])[O:27][CH2:28][CH3:29]>>[Cl:1][c:2]1[cH:3][cH:4][c:5]([C:6](=[O:7])[N:8]([c:9]2[cH:10][cH:11][c:12]([O:13][CH3:14])[cH:15][cH:16]2)[CH2:17][C:18](=[O:20])[NH:23][CH2:24][C:25](=[O:26])[O:27][CH2:28][CH3:29])[cH:21][cH:22]1. The reactants are CCOCN1CCn2c1nc1c2c(=O)n(CCCCC(C)C#N)c(=O)n1C, CCO, Cl. The product is CC(C#N)CCCCn1c(=O)c2c(nc3n2CCN3)n(C)c1=O. As a reaction SMILES: [C:1](#[N:2])[CH:3]([CH2:4][CH2:5][CH2:6][CH2:7][n:8]1[c:9](=[O:26])[n:10]([CH3:25])[c:11]2[n:12][c:13]3[n:14]([c:15]2[c:16]1=[O:17])[CH2:18][CH2:19][N:20]3[CH2:21][O:22][CH2:23][CH3:24])[CH3:27].[CH3:29][CH2:30][OH:31].[ClH:28]>>[C:1](#[N:2])[CH:3]([CH2:4][CH2:5][CH2:6][CH2:7][n:8]1[c:9](=[O:26])[n:10]([CH3:25])[c:11]2[n:12][c:13]3[n:14]([c:15]2[c:16]1=[O:17])[CH2:18][CH2:19][NH:20]3)[CH3:27]. Reactants: O (water), BrC=1C=NC(=NC1)NC[C@H]1N(CCCC1)C(=O)C1=NN(C=C1C1=CC=C(C=C1)F)C (1-{(S)-2-[(5-Bromo-pyrimidin-2-ylamino)-methyl]-piperidin-1-yl}-1-[4-(4-fluoro-phenyl)-1-methyl-1H-pyrazol-3-yl]-methanone), C(CCC)[Sn](CCCC)CCCC (tributyltin), Cl (Hydrochloric acid). Conditions: time 90 minute. Procedure: A mixture of 1-{(S)-2-[(5-Bromo-pyrimidin-2-ylamino)-methyl]-piperidin-1-yl}-1-[4-(4-fluoro-phenyl)-1-methyl-1H-pyrazol-3-yl]-methanone (0.5 g) and 1-ethoxyvinyl)tributyltin (0.42 ml) tetrakis(triphenylphosphine)palladium[0} (0.06 g) was boiled in dioxane (8 ml) for 16 h. 2N Hydrochloric acid was added, the mixture stirred for 90 min, water was added and the mixture extracted (x3) with ethyl acetate. The combined ethyl acetate extracts were dried, solvent removed at reduced pressure and the resi... The solvent is O1CCOCC1 (dioxane). Yields the product FC1=CC=C(C=C1)C=1C(=NN(C1)C)C(=O)N1[C@@H](CCCC1)CNC1=NC=C(C=N1)C(C)=O (1-{2-[((S)-1-{1-[4-(4-Fluoro-phenyl)-1-methyl-1H-pyrazol-3-yl]-methanoyl}-piperidin-2-ylmethyl)-amino]-pyrimidin-5-yl}-ethanone). Reaction SMILES: Br[C:2]1[CH:3]=[N:4][C:5]([NH:8][CH2:9][C@@H:10]2[CH2:15][CH2:14][CH2:13][CH2:12][N:11]2[C:16]([C:18]2[C:22]([C:23]3[CH:28]=[CH:27][C:26]([F:29])=[CH:25][CH:24]=3)=[CH:21][N:20]([CH3:30])[N:19]=2)=[O:17])=[N:6][CH:7]=1.C([Sn](CC[CH2:42][CH3:43])CCCC)CCC.Cl.[OH2:45]>O1CCOCC1>[F:29][C:26]1[CH:27]=[CH:28][C:23]([C:22]2[C:18]([C:16]([N:11]3[CH2:12][CH2:13][CH2:14][CH2:15][C@H:10]3[CH2:9][NH:8][C:5]3[N:4]=[CH:3][C:2]([C:42](=[O:45])[CH3:43])=[CH:7][N:6]=3)=[O:17])=[N:19][N:20]([CH3:30])[CH:21]=2)=[CH:24][CH:25]=1 |^1:31|. Reactants: CO, [Cl-], [NH4+], COC(=O)c1cc(C(=O)OC)cc(N2CCC(=O)C2)c1. Product: COC(=O)c1cc(C(=O)OC)cc(N2CCC(O)(O)C2)c1. As a reaction SMILES: [CH3:23][OH:24].[Cl-:21].[NH4+:22].[O:1]=[C:2]1[CH2:3][N:4]([c:7]2[cH:8][c:9]([C:17](=[O:18])[O:19][CH3:20])[cH:10][c:11]([C:12](=[O:13])[O:14][CH3:15])[cH:16]2)[CH2:5][CH2:6]1>>[OH:1][C:2]1([OH:24])[CH2:3][N:4]([c:7]2[cH:8][c:9]([C:17](=[O:18])[O:19][CH3:20])[cH:10][c:11]([C:12](=[O:13])[O:14][CH3:15])[cH:16]2)[CH2:5][CH2:6]1. Starting materials: C(C)(C)(C)C1=CC=C(OC=2C=C(C=O)C=CC2)C=C1 (3-(4-tert-butylphenoxy)benzaldehyde), CC(C(=O)NC1=CC(=CC=C1)C1CCNCC1)C (2-methyl-N-[3-(4-piperidinyl)phenyl]propanamide). The product is C(C)(C)(C)C1=CC=C(OC=2C=C(CN3CCC(CC3)C=3C=C(C=CC3)NC(C(C)C)=O)C=CC2)C=C1 (N-(3-{1-[3-(4-TERT-BUTYLPHENOXY)BENZYL]-4-PIPERIDINYL}PHENYL)-2-METHYLPROPANAMIDE). As a reaction SMILES: [C:1]([C:5]1[CH:19]=[CH:18][C:8]([O:9][C:10]2[CH:11]=[C:12]([CH:15]=[CH:16][CH:17]=2)[CH:13]=O)=[CH:7][CH:6]=1)([CH3:4])([CH3:3])[CH3:2].[CH3:20][CH:21]([CH3:37])[C:22]([NH:24][C:25]1[CH:30]=[CH:29][CH:28]=[C:27]([CH:31]2[CH2:36][CH2:35][NH:34][CH2:33][CH2:32]2)[CH:26]=1)=[O:23]>>[C:1]([C:5]1[CH:19]=[CH:18][C:8]([O:9][C:10]2[CH:11]=[C:12]([CH:15]=[CH:16][CH:17]=2)[CH2:13][N:34]2[CH2:35][CH2:36][CH:31]([C:27]3[CH:26]=[C:25]([NH:24][C:22](=[O:23])[CH:21]([CH3:20])[CH3:37])[CH:30]=[CH:29][CH:28]=3)[CH2:32][CH2:33]2)=[CH:7][CH:6]=1)([CH3:4])([CH3:3])[CH3:2]. Procedure details: Prepared by Procedure F and Scheme R using 3-(4-tert-butylphenoxy)benzaldehyde and 2-methyl-N-[3-(4-piperidinyl)phenyl]propanamide: ESMS m/e: 485.3 (M+H)+.